This data is from the Open Reaction Database (ORD), a public repository of structured organic reaction records. The task is: describe an organic reaction: reactants, conditions, products, and yield Solvent: CN(C=O)C (dimethylformamide). Product: ClC=1C=CC2=C(C(N=CC(N2C)=O)(C2=CC=CC=C2)OC)C1 (7-chloro-5-methoxy-1-methyl-5-phenyl-1,5-dihydro-2H-1,4-benzodiazepin-2-one). Conditions: temperature -30 celsius. Reactants: [H-].[Na+] (sodium hydride), resultant mixture, O (water), suspension, ClC=1C=CC2=C(C(N(CC(N2C)=O)[N+](=O)[O-])(C2=CC=CC=C2)OC)C1 (7-chloro-5-methoxy-1-methyl-4-nitro-5phenyl-1,3,4,5-tetrahydro-2H-1,4-benzodiazepin-2-one), C(C)OCC (diethyl ether). Isolated yield 44.1%. Procedure details: To a solution of sodium hydride (50% suspension in a mineral oil; 200 mg) in dry dimethylformamide (7.5 ml), 7-chloro-5-methoxy-1-methyl-4-nitro-5phenyl-1,3,4,5-tetrahydro-2H-1,4-benzodiazepin-2-one (500 mg) is added under cooling at -30° C. and with stirring, and the resultant mixture is stirred at -10° C. for 30 minutes. The reaction mixture is poured into icy water and shaken with diethyl ether. The organic layer is washed with water, dried over sodium sulfate, and evaporated to remove the so... As a reaction SMILES: [H-].[Na+].[Cl:3][C:4]1[CH:5]=[CH:6][C:7]2[N:13]([CH3:14])[C:12](=[O:15])[CH2:11][N:10]([N+]([O-])=O)[C:9]([O:25][CH3:26])([C:19]3[CH:24]=[CH:23][CH:22]=[CH:21][CH:20]=3)[C:8]=2[CH:27]=1.O.C(OCC)C>CN(C)C=O>[Cl:3][C:4]1[CH:5]=[CH:6][C:7]2[N:13]([CH3:14])[C:12](=[O:15])[CH:11]=[N:10][C:9]([O:25][CH3:26])([C:19]3[CH:24]=[CH:23][CH:22]=[CH:21][CH:20]=3)[C:8]=2[CH:27]=1 |f:0.1|. The reactants are C(C1=CC=CC=C1)OC1=CC=C2C(NC=NC2=C1)=O (7-(benzyloxy)quinazolin-4(3H)-one), P(=O)(Cl)(Cl)Cl (phosphorous oxychloride). Yields the product C(C1=CC=CC=C1)OC1=CC=C2C(=NC=NC2=C1)Cl (7-(benzyloxy)-4-chloroquinazoline). Yield: 90.0%. RXN SMILES: [CH2:1]([O:8][C:9]1[CH:18]=[C:17]2[C:12]([C:13](=O)[NH:14][CH:15]=[N:16]2)=[CH:11][CH:10]=1)[C:2]1[CH:7]=[CH:6][CH:5]=[CH:4][CH:3]=1.P(Cl)(Cl)([Cl:22])=O>>[CH2:1]([O:8][C:9]1[CH:18]=[C:17]2[C:12]([C:13]([Cl:22])=[N:14][CH:15]=[N:16]2)=[CH:11][CH:10]=1)[C:2]1[CH:7]=[CH:6][CH:5]=[CH:4][CH:3]=1. Procedure: A solution of the product from Step 2 (2.82 g, 11.2 mmol) in phosphorous oxychloride (20 mL) was heated at 100° C. for 16 h. The reaction was concentrated and azeotroped once with methylene chloride. The residue was dissolved in EtOAc and washed with saturated sodium bicarbonate solution then saturated sodium chloride solution. The organic layer was dried over sodium sulfate and concentrated to provide 7-(benzyloxy)-4-chloroquinazoline (2.72 g, 90%) as a yellow solid. MS 271.2 (ES+).